This data is from the Open Reaction Database (ORD), a public repository of structured organic reaction records. The task is: describe an organic reaction: reactants, conditions, products, and yield Reactants: O (water), OCC1=NC=CC=C1 (2-hydroxymethylpyridine), C(\C=C(/C)\CCC=C(C)C)Cl (geranylchloride), [H-].[Na+] (sodium hydride). Solvent: CN(C)C=O (DMF). Conditions: time 8 hour. The product is CC(=CCC(C1=NC=CC=C1)OC(CC=C(CCC=C(C)C)C)C1=NC=CC=C1)CCC=C(C)C (3,7-dimethyl-2,6-octadien-1-yl-(2-pyridyl) methylether). RXN SMILES: [OH:1][CH2:2][C:3]1[CH:8]=[CH:7][CH:6]=[CH:5][N:4]=1.[H-].[Na+].[CH2:11](Cl)/[CH:12]=[C:13](/[CH2:15][CH2:16][CH:17]=[C:18]([CH3:20])[CH3:19])\[CH3:14].O>CN(C=O)C>[CH3:14][C:13]([CH2:15][CH2:16][CH:17]=[C:18]([CH3:20])[CH3:19])=[CH:12][CH2:11][CH:2]([O:1][CH:2]([C:3]1[CH:8]=[CH:7][CH:6]=[CH:5][N:4]=1)[CH2:11][CH:12]=[C:13]([CH3:14])[CH2:15][CH2:16][CH:17]=[C:18]([CH3:20])[CH3:19])[C:3]1[CH:8]=[CH:7][CH:6]=[CH:5][N:4]=1 |f:1.2|. Reported procedure: To a mixture of 18.6 g. (0.20 moles) 2-hydroxymethylpyridine in dry DMF is added, in small portions, 8.8 g. of sodium hydride (60% in oil), and the mixture is stirred for one hour at 60° C. Then 34.6 g. (0.2 moles) geranylchloride is added and the reaction mixture is stirred overnight at 50°-60° C. 200 ml. of water is added to the reaction mixture, which then is extracted with ethyl ether. After separation the organic layer is washed with a 10% KOH solution and then with water until neutral. The... Yield: 65.0%. Procedure details: 2,5-Diamino-4,6-dihydroxypyrimidine hydrochloride (0.14 mol, 25 g) was filled into a dry reactor. Dry 1,2,3-trichloropropane (51.96 ml) was then added and the whole was stirred. Subsequently, tetramethylammonium chloride (0.29 mol, 31.25 g) and then POCl3 (0.54-0.81 mol, 124.9-83.28 g, 50.6-75.9 ml) were added. The reaction was heated at reflux temperature (about 115° C.) for 24 h. The reaction was then cooled to below 50° C., ice water (24.44 mol, 440.44 g) was added and the whole was kept belo... Reagents/catalysts: [Cl-].C[N+](C)(C)C (tetramethylammonium chloride). Run in O1CCCC1 (Tetrahydrofuran), C(C)(=O)OCC (ethyl acetate), C(C)(=O)OCC (ethyl acetate), O1CCCC1 (tetrahydrofuran). Yields the product NC1=NC(=C(C(=N1)Cl)N)Cl (2,5-diamino-4,6-dichloropyrimidine). Reactants: O=P(Cl)(Cl)Cl (POCl3), Cl.NC1=NC(=C(C(=N1)O)N)O (2,5-Diamino-4,6-dihydroxypyrimidine hydrochloride), [OH-].[Na+] (NaOH), ice water, CCCCCC (Hexane), O (water), ClCC(CCl)Cl (1,2,3-trichloropropane). As a reaction SMILES: [ClH:1].[NH2:2][C:3]1[N:8]=[C:7](O)[C:6]([NH2:10])=[C:5](O)[N:4]=1.[Cl:12]CC(Cl)CCl.O=P(Cl)(Cl)Cl.[OH-].[Na+].O.CCCCCC>[Cl-].C[N+](C)(C)C.C(OCC)(=O)C.O1CCCC1>[NH2:2][C:3]1[N:8]=[C:7]([Cl:1])[C:6]([NH2:10])=[C:5]([Cl:12])[N:4]=1 |f:0.1,4.5,8.9|. Reaction conditions: temperature 115 celsius. Run in CN(C=O)C (dimethylformamide). The reactants are FC(C=1C=C(C(=O)N2[C@@H](CN(CC2)C(CCl)=O)CC2=CNC3=CC=CC=C23)C=C(C1)C(F)(F)F)(F)F ((2R)-1-[3,5-bis(trifluoromethyl)benzoyl]-4-(2-chloroacetyl)-2-(1H-indol-3-yl-methyl)piperazine), C1(C=2C(C(N1)=O)=CC=CC2)=O.[K] (potassium phthalimide), [Cl-].[Na+] (sodium chloride). Run at time 7 hour. RXN SMILES: [F:1][C:2]([F:36])([F:35])[C:3]1[CH:4]=[C:5]([CH:28]=[C:29]([C:31]([F:34])([F:33])[F:32])[CH:30]=1)[C:6]([N:8]1[CH2:13][CH2:12][N:11]([C:14](=[O:17])[CH2:15]Cl)[CH2:10][C@H:9]1[CH2:18][C:19]1[C:27]2[C:22](=[CH:23][CH:24]=[CH:25][CH:26]=2)[NH:21][CH:20]=1)=[O:7].[C:37]1(=[O:47])[NH:41][C:40](=[O:42])[C:39]2=[CH:43][CH:44]=[CH:45][CH:46]=[C:38]12.[K].[Cl-].[Na+]>CN(C)C=O>[F:1][C:2]([F:36])([F:35])[C:3]1[CH:4]=[C:5]([CH:28]=[C:29]([C:31]([F:34])([F:33])[F:32])[CH:30]=1)[C:6]([N:8]1[CH2:13][CH2:12][N:11]([C:14]([CH2:15][N:41]2[C:40](=[O:42])[C:39]3=[CH:43][CH:44]=[CH:45][CH:46]=[C:38]3[C:37]2=[O:47])=[O:17])[CH2:10][C@H:9]1[CH2:18][C:19]1[C:27]2[C:22](=[CH:23][CH:24]=[CH:25][CH:26]=2)[NH:21][CH:20]=1)=[O:7] |f:1.2,3.4,^1:47|. Yield: 56.7%. Reported procedure: A mixture of (2R)-1-[3,5-bis(trifluoromethyl)benzoyl]-4-(2-chloroacetyl)-2-(1H-indol-3-yl-methyl)piperazine (730 mg), potassium phthalimide (260 mg) in dimethylformamide (10 ml) was stirred at room temperature for 7 hours and then poured into aqueous sodium chloride solution (100 ml). The resulting precipitate was collected by filtration, washed with water and dried. The crude product was dissolved in toluene (7 ml) and filtered. To the filtrate was added n-hexane (35 ml) and the whole was stirr... The product is FC(C=1C=C(C(=O)N2[C@@H](CN(CC2)C(=O)CN2C(C=3C(C2=O)=CC=CC3)=O)CC3=CNC2=CC=CC=C32)C=C(C1)C(F)(F)F)(F)F ((2R)-1-[3,5-bis(trifluoromethyl)benzoyl]-2-(1H-indol-3-yl-methyl)-4-(phthalimidomethylcarbonyl)piperazine). The reactants are C1(=CC=CC2=CC=CC=C12)S(=O)(=O)[O-].[K+] (potassium 1-naphthalene sulfonate), resultant mixture, [NH2-].[Na+] (sodium amide), N (ammonia). Run in liquid. Yields the product C1(=CC=CC2=CC=CC=C12)N (1-naphthyl amine). Isolated yield 86.8%. RXN SMILES: [C:1]1(S([O-])(=O)=O)[C:10]2[C:5](=[CH:6][CH:7]=[CH:8][CH:9]=2)[CH:4]=[CH:3][CH:2]=1.[K+].[NH2-:16].[Na+].N>>[C:1]1([NH2:16])[C:10]2[C:5](=[CH:6][CH:7]=[CH:8][CH:9]=2)[CH:4]=[CH:3][CH:2]=1 |f:0.1,2.3|. Reported procedure: In a 200-ml autoclave were placed 28.3 grams (0.115 mole) of anydrous potassium 1-naphthalene sulfonate, 9.7 grams (0.241 mole) of sodium amide and 105 ml of liquid ammonia in the same manner as in Example 1. The resultant mixture was heated at 110° C for 10 hours. The reaction pressure in the autoclave was 75 atm. during the reaction. After the ammonia was removed, 10 ml of water was added to the reaction mixture for hydrolysis. The product was extracted with ether and the ether was distilled o...